Dataset: the Open Reaction Database (ORD), a public repository of structured organic reaction records. Task: describe an organic reaction: reactants, conditions, products, and yield Starting materials: CC(=O)Nc1ccc2c([N+](=O)[O-])cccc2n1, [H][H]. Product: CC(=O)Nc1ccc2c(N)cccc2n1. RXN SMILES: [C:1]([CH3:2])(=[O:3])[NH:4][c:5]1[n:6][c:7]2[cH:8][cH:9][cH:10][c:11]([N+:15]([O-:16])=[O:17])[c:12]2[cH:13][cH:14]1.[H:18][H:19]>>[C:1]([CH3:2])(=[O:3])[NH:4][c:5]1[n:6][c:7]2[cH:8][cH:9][cH:10][c:11]([NH2:15])[c:12]2[cH:13][cH:14]1.